The task is: describe an organic reaction: reactants, conditions, products, and yield. This data is from the Open Reaction Database (ORD), a public repository of structured organic reaction records. Starting materials: NC(=S)N (Thiourea), BrCC(=O)C(C(=O)NC1[C@@H]2N(C(=CCS2)C(=O)O)C1=O)=NOC (7-[2-(2-bromoacetyl)-2-methoxyiminoacetamido]-3-cephem-4-carboxylic acid). Solvent: C(C)O (ethanol). The product is NC=1SC=C(N1)C(C(=O)NC1[C@@H]2N(C(=CCS2)C(=O)O)C1=O)=NOC (7-[2-(2-amino-4-thiazolyl)-2-methoxyiminoacetamido]-3-cephem-4-carboxylic acid). As a reaction SMILES: [NH2:1][C:2]([NH2:4])=[S:3].Br[CH2:6][C:7]([C:9](=[N:25][O:26][CH3:27])[C:10]([NH:12][CH:13]1[C:23](=[O:24])[N:15]2[C:16]([C:20]([OH:22])=[O:21])=[CH:17][CH2:18][S:19][C@H:14]12)=[O:11])=O>C(O)C>[NH2:1][C:2]1[S:3][CH:6]=[C:7]([C:9](=[N:25][O:26][CH3:27])[C:10]([NH:12][CH:13]2[C:23](=[O:24])[N:15]3[C:16]([C:20]([OH:22])=[O:21])=[CH:17][CH2:18][S:19][C@H:14]23)=[O:11])[N:4]=1. Procedure details: Thiourea (11 mg.) and a solution of 7-[2-(2-bromoacetyl)-2-methoxyiminoacetamido]-3-cephem-4-carboxylic acid (syn isomer, 30 mg.) in ethanol (2 ml.) were treated in a similar manner to that of Example 36-(4) to give 7-[2-(2-amino-4-thiazolyl)-2-methoxyiminoacetamido]-3-cephem-4-carboxylic acid (syn isomer). The product was identified with an authentic sample by thin layer chromatography. Starting materials: N[C@@H](CS)C(=O)O (Cys), C(CCCCCCCCCCCCC)(=O)Cl (myristoyl chloride). The product is N([C@@H](CS)C(=O)O)C(=O)CCCCCCCCCCCCC (tetradecanoyl-Cys). As a reaction SMILES: [NH2:1][C@H:2]([C:5]([OH:7])=[O:6])[CH2:3][SH:4].[C:8](Cl)(=[O:22])[CH2:9][CH2:10][CH2:11][CH2:12][CH2:13][CH2:14][CH2:15][CH2:16][CH2:17][CH2:18][CH2:19][CH2:20][CH3:21]>>[NH:1]([C:8]([CH2:9][CH2:10][CH2:11][CH2:12][CH2:13][CH2:14][CH2:15][CH2:16][CH2:17][CH2:18][CH2:19][CH2:20][CH3:21])=[O:22])[C@H:2]([C:5]([OH:7])=[O:6])[CH2:3][SH:4]. Reported procedure: 20 g (0.1652 mol) of Cys are reacted with 36.6 g (0.1487 mol) of myristoyl chloride analogously to Stage 6.1 to form tetradecanoyl-Cys: m.p.=63°-65°, Rf =0.13 (CH2Cl2 :acetone=8:2). Starting materials: ice water, [OH-].[Na+] (sodium hydroxide), [N+](=O)([O-])C1=C(C=CC=C1)SC=1N(C=CN1)C1=CC=C(C(=O)N2CCC(CC2)N2C(=O)CCC3=CC=CC=C23)C=C1 (1-[1-{4-[2-(2-nitrophenyl)thio-1-imidazolyl]benzoyl}-4-piperidinyl]-3,4-dihydrocarbostyril), stannous chloride dihydrate, O (water), Cl (hydrochloric acid). The solvent is C(C)O (ethanol), C(C)O (ethanol). Run at time 2 hour. Yields the product NC1=C(C=CC=C1)SC=1N(C=CN1)C1=CC=C(C(=O)N2CCC(CC2)N2C(=O)CCC3=CC=CC=C23)C=C1 (1-[1-{4-[2-(2-aminophenyl)thio-1-imidazolyl]benzoyl}-4-piperidinyl}-3,4-dihydrocarbostyril). Yield: 84.6%. Reaction SMILES: Cl.[N+:2]([C:5]1[CH:10]=[CH:9][CH:8]=[CH:7][C:6]=1[S:11][C:12]1[N:13]([C:17]2[CH:41]=[CH:40][C:20]([C:21]([N:23]3[CH2:28][CH2:27][CH:26]([N:29]4[C:39]5[C:34](=[CH:35][CH:36]=[CH:37][CH:38]=5)[CH2:33][CH2:32][C:30]4=[O:31])[CH2:25][CH2:24]3)=[O:22])=[CH:19][CH:18]=2)[CH:14]=[CH:15][N:16]=1)([O-])=O.O.[OH-].[Na+]>C(O)C>[NH2:2][C:5]1[CH:10]=[CH:9][CH:8]=[CH:7][C:6]=1[S:11][C:12]1[N:13]([C:17]2[CH:41]=[CH:40][C:20]([C:21]([N:23]3[CH2:28][CH2:27][CH:26]([N:29]4[C:39]5[C:34](=[CH:35][CH:36]=[CH:37][CH:38]=5)[CH2:33][CH2:32][C:30]4=[O:31])[CH2:25][CH2:24]3)=[O:22])=[CH:19][CH:18]=2)[CH:14]=[CH:15][N:16]=1 |f:3.4|. Procedure: To the mixture of conc. hydrochloric acid (3.2 ml) and ethanol (2 ml) is added 1-[1-{4-[2-(2-nitrophenyl)thio-1-imidazolyl]benzoyl}-4-piperidinyl]-3,4-dihydrocarbostyril (2.0 g), and thereto is added dropwise a solution of stannous chloride dihydrate (2.7 g) in ethanol (4 ml) at a temperature below 25° C. with water-cooling, and the mixture is stirred at room temperature for two hours. The mixture is poured into ice-water and basified with aqueous sodium hydroxide solution, extracted with chloro... Reactants: O=C([O-])O, O=C=Nc1ccccc1Oc1ccccc1, [Na+], CN(C)C=O, Oc1ccccc1C1CC(c2cccnc2)=NN1. Yields the product O=C(Nc1ccccc1Oc1ccccc1)N1N=C(c2cccnc2)CC1c1ccccc1O. RXN SMILES: [C:40](=[O:41])([OH:42])[O-:43].[N:1](=[C:2]=[O:3])[c:4]1[c:5]([O:10][c:11]2[cH:12][cH:13][cH:14][cH:15][cH:16]2)[cH:6][cH:7][cH:8][cH:9]1.[Na+:44].[O:35]=[CH:36][N:37]([CH3:38])[CH3:39].[n:17]1[cH:18][c:19]([C:23]2=[N:24][NH:25][CH:26]([c:28]3[c:29]([OH:34])[cH:30][cH:31][cH:32][cH:33]3)[CH2:27]2)[cH:20][cH:21][cH:22]1>>[NH:1]([C:2](=[O:3])[N:25]1[N:24]=[C:23]([c:19]2[cH:18][n:17][cH:22][cH:21][cH:20]2)[CH2:27][CH:26]1[c:28]1[c:29]([OH:34])[cH:30][cH:31][cH:32][cH:33]1)[c:4]1[c:5]([O:10][c:11]2[cH:12][cH:13][cH:14][cH:15][cH:16]2)[cH:6][cH:7][cH:8][cH:9]1. Starting materials: CCCCc1nc(SC)[nH]c(=O)c1Cc1ccc(-c2ccccc2C#N)cc1, CCCCO, NN, O. The product is CCCCc1nc(NN)[nH]c(=O)c1Cc1ccc(-c2ccccc2C#N)cc1. As a reaction SMILES: [CH2:1]([CH2:2][CH2:3][CH3:4])[c:5]1[n:6][c:7]([S:27][CH3:28])[nH:8][c:9](=[O:26])[c:10]1[CH2:11][c:12]1[cH:13][cH:14][c:15](-[c:18]2[c:19]([C:24]#[N:25])[cH:20][cH:21][cH:22][cH:23]2)[cH:16][cH:17]1.[CH2:32]([OH:33])[CH2:34][CH2:35][CH3:36].[NH2:30][NH2:31].[OH2:29]>>[CH2:1]([CH2:2][CH2:3][CH3:4])[c:5]1[n:6][c:7]([NH:30][NH2:31])[nH:8][c:9](=[O:26])[c:10]1[CH2:11][c:12]1[cH:13][cH:14][c:15](-[c:18]2[c:19]([C:24]#[N:25])[cH:20][cH:21][cH:22][cH:23]2)[cH:16][cH:17]1. The reactants are BrC=1C=C(C(=O)Cl)C=CC1 (3-bromobenzoylchloride), OC[C@H](C1=CC=CC=C1)NC1=NC=NC2=CC(=C(C=C12)OC)OC ((S)-4-[α-(hydroxymethyl)benzylamino]-6,7-dimethoxyquinazoline), O (water). Run in N1=CC=CC=C1 (pyridine). Conditions: time 6 hour. Product: BrC=1C=C(C(=O)OC[C@H](C2=CC=CC=C2)NC2=NC=NC3=CC(=C(C=C23)OC)OC)C=CC1 ((S)-4-[α-(3-bromobenzoyloxymethyl)benzylamino]-6,7-dimethoxyquinazoline). Isolated yield 71.0%. As a reaction SMILES: [OH:1][CH2:2][C@@H:3]([NH:10][C:11]1[C:20]2[C:15](=[CH:16][C:17]([O:23][CH3:24])=[C:18]([O:21][CH3:22])[CH:19]=2)[N:14]=[CH:13][N:12]=1)[C:4]1[CH:9]=[CH:8][CH:7]=[CH:6][CH:5]=1.[Br:25][C:26]1[CH:27]=[C:28]([CH:32]=[CH:33][CH:34]=1)[C:29](Cl)=[O:30].O>N1C=CC=CC=1>[Br:25][C:26]1[CH:27]=[C:28]([CH:32]=[CH:33][CH:34]=1)[C:29]([O:1][CH2:2][C@@H:3]([NH:10][C:11]1[C:20]2[C:15](=[CH:16][C:17]([O:23][CH3:24])=[C:18]([O:21][CH3:22])[CH:19]=2)[N:14]=[CH:13][N:12]=1)[C:4]1[CH:5]=[CH:6][CH:7]=[CH:8][CH:9]=1)=[O:30]. Reported procedure: To a solution of (S)-4-[α-(hydroxymethyl)benzylamino]-6,7-dimethoxyquinazoline (49 mg, 0.15 mmol) in pyridine (2 ml) was added dropwise at 0-5° C. 3-bromobenzoylchloride (33 mg, 0.15 mmol). After 6 h stirring at room temperature the reaction mixture was poured into iced water and extracted with dichloromethane. The organic layer was dried and evaporated to dryness. The residue was purified by flash chromatography on silica gel using as eluant dichloromethane/methanol 95:5 to give pure title comp... Starting materials: CCNCC1CCNC1, CC#N, O=C(O)c1cn(-c2nccs2)c2c(F)c(F)c(F)cc2c1=O. Yields the product CCNCC1CCN(c2c(F)cc3c(=O)c(C(=O)O)cn(-c4nccs4)c3c2F)C1. As a reaction SMILES: [CH2:23]([CH3:24])[NH:25][CH2:26][CH:27]1[CH2:28][NH:29][CH2:30][CH2:31]1.[CH3:32][C:33]#[N:34].[F:1][c:2]1[cH:3][c:4]2[c:5](=[O:22])[c:6]([C:19](=[O:20])[OH:21])[cH:7][n:8](-[c:14]3[s:15][cH:16][cH:17][n:18]3)[c:9]2[c:10]([F:13])[c:11]1[F:12]>>[F:1][c:2]1[cH:3][c:4]2[c:5](=[O:22])[c:6]([C:19](=[O:20])[OH:21])[cH:7][n:8](-[c:14]3[s:15][cH:16][cH:17][n:18]3)[c:9]2[c:10]([F:13])[c:11]1[N:29]1[CH2:28][CH:27]([CH2:26][NH:25][CH2:23][CH3:24])[CH2:31][CH2:30]1. The reactants are C(C)(C)(C)OC(=O)N1CC2=C(CC1)NN=C2C2=CC(=C(C=C2)Cl)C (3-(4-chloro-3-methyl-phenyl)-1,4,6,7-tetrahydro-pyrazolo[4,3-c]pyridine-5-carboxylic acid tert-butyl ester), C(Cl)C1CO1 (epichlorohydrin), C([O-])([O-])=O.[Cs+].[Cs+] (cesium carbonate). Run in CCOC(=O)C (EtOAc), CN(C)C=O (DMF). Reaction conditions: time 72 hour. Yields the product C(C)(C)(C)OC(=O)N1C(C2=C(CC1)N(N=C2C2=CC(=C(C=C2)Cl)C)C2OC2)C (3-(4-chloro-3-methyl-phenyl)-1-oxiranyl methyl-1,4,6,7-tetrahydro-pyrazolo[4,3-c]pyridine-5-carboxylic acid tert-butyl ester). The yield is 56.1%. As a reaction SMILES: [C:1]([O:5][C:6]([N:8]1[CH2:13][CH2:12][C:11]2[NH:14][N:15]=[C:16]([C:17]3[CH:22]=[CH:21][C:20]([Cl:23])=[C:19]([CH3:24])[CH:18]=3)[C:10]=2[CH2:9]1)=[O:7])([CH3:4])([CH3:3])[CH3:2].C([CH:27]1[O:29][CH2:28]1)Cl.[C:30](=O)([O-])[O-].[Cs+].[Cs+]>CN(C=O)C.CCOC(C)=O>[C:1]([O:5][C:6]([N:8]1[CH2:13][CH2:12][C:11]2[N:14]([CH:28]3[CH2:27][O:29]3)[N:15]=[C:16]([C:17]3[CH:22]=[CH:21][C:20]([Cl:23])=[C:19]([CH3:24])[CH:18]=3)[C:10]=2[CH:9]1[CH3:30])=[O:7])([CH3:4])([CH3:3])[CH3:2] |f:2.3.4|. Procedure: To a solution of 3-(4-chloro-3-methyl-phenyl)-1,4,6,7-tetrahydro-pyrazolo[4,3-c]pyridine-5-carboxylic acid tert-butyl ester (18.26 g, 53 mmol) and epichlorohydrin (41.12 mL, 526 mmol) in DMF (100 mL) was added cesium carbonate (20.56 g, 63 mmol). The reaction mixture was allowed to stir for 72 h, diluted with EtOAc (200 mL) and washed with saturated NaHCO3 and brine. The organic layer was dried over Na2SO4, concentrated and purified by column chromatography (silica, 20% acetone/CH2Cl2) to afford... Reactants: ClC1=CC=C(C=C1)S(=O)(=O)N([C@@H](CCCS(=O)(=O)NC)C)C1=C(C=CC(=C1)Cl)Cl (4-chloro-N-[2,5-dichlorophenyl]-N-[4-[(methylamino)sulfonyl]-1(R)-methylbutyl]benzenesulfonamide), C(CCCC)S(=O)(=O)Cl (pentylsulfonyl chloride), N1CCC1 (azetidine). The product is ClC1=CC=C(C=C1)S(=O)(=O)N([C@@H](CCCS(=O)(=O)N1CCC1)C)C1=C(C=CC(=C1)Cl)Cl (4-chloro-N-[2,5-dichlorophenyl]-N-[4-[(1-azetidinyl)sulfonyl]-1(R)-methylbutyl]benzenesulfonamide). Isolated yield 24.0%. Reaction SMILES: [Cl:1][C:2]1[CH:7]=[CH:6][C:5]([S:8]([N:11]([C:22]2[CH:27]=[C:26]([Cl:28])[CH:25]=[CH:24][C:23]=2[Cl:29])[C@H:12]([CH3:21])[CH2:13][CH2:14][CH2:15][S:16]([NH:19][CH3:20])(=[O:18])=[O:17])(=[O:10])=[O:9])=[CH:4][CH:3]=1.[CH2:30](S(Cl)(=O)=O)[CH2:31]CCC.N1CCC1>>[Cl:1][C:2]1[CH:7]=[CH:6][C:5]([S:8]([N:11]([C:22]2[CH:27]=[C:26]([Cl:28])[CH:25]=[CH:24][C:23]=2[Cl:29])[C@H:12]([CH3:21])[CH2:13][CH2:14][CH2:15][S:16]([N:19]2[CH2:31][CH2:30][CH2:20]2)(=[O:17])=[O:18])(=[O:10])=[O:9])=[CH:4][CH:3]=1. Procedure: 4-chloro-N-[2,5-dichlorophenyl]-N-[4-[(1-azetidinyl)sulfonyl]-1(R)-methylbutyl]benzenesulfonamide was prepared analogous to 4-chloro-N-[2,5-dichlorophenyl]-N-[4-[(methylamino)sulfonyl]-1(R)-methylbutyl]benzenesulfonamide by reacting (4R)-4-[2,5-dichlorophenyl][4-chlorophenyl)sulfonyl]-amino]pentylsulfonyl chloride with azetidine. Yield=24%; MS (ESI+), 526 (M+H)+.